From a dataset of the Open Reaction Database (ORD), a public repository of structured organic reaction records. describe an organic reaction: reactants, conditions, products, and yield Reactants: C(C)(C)(C)OC(=O)N1CCN(CC1)C=1C(N(N=C(C1C)C1=CC(=C(C=C1)C)F)CC(C)C)=O (4-(4-tert-butoxycarbonyl-1-piperazinyl)-methyl-6-(3-fluoro-4-methylphenyl)-2-isobutyl-2H-pyridazin-3-one), C(C(C)C)N1N=C(C=C(C1=O)COS(=O)(=O)C)C1=CC=C(C=C1)S(=O)C (2-isobutyl-4-methanesulfonyloxymethyl-6-[4-(methylsulfinyl)phenyl]-2H-pyridazin-3-one), CN1CCNCC1 (1-methylpiperazine). The product is C(C(C)C)N1N=C(C(=C(C1=O)N1CCN(CC1)C)C)C1=CC=C(C=C1)S(=O)C (2-isobutyl-4-(4-methyl-1-piperazinyl)-methyl-6-[4-(methylsulfinyl)phenyl]-2H-pyridazin-3-one). Isolated yield 61.8%. Reaction SMILES: C(O[C:6]([N:8]1[CH2:13][CH2:12][N:11]([C:14]2[C:15](=[O:33])[N:16]([CH2:29][CH:30]([CH3:32])[CH3:31])[N:17]=[C:18]([C:21]3[CH:26]=[CH:25][C:24](C)=[C:23](F)[CH:22]=3)[C:19]=2[CH3:20])[CH2:10][CH2:9]1)=O)(C)(C)C.C(N1C(=O)C(C[O:46][S:47]([CH3:50])(=O)=O)=CC(C2C=CC(S(C)=O)=CC=2)=N1)C(C)C.CN1CCNCC1>>[CH2:29]([N:16]1[C:15](=[O:33])[C:14]([N:11]2[CH2:12][CH2:13][N:8]([CH3:6])[CH2:9][CH2:10]2)=[C:19]([CH3:20])[C:18]([C:21]2[CH:26]=[CH:25][C:24]([S:47]([CH3:50])=[O:46])=[CH:23][CH:22]=2)=[N:17]1)[CH:30]([CH3:32])[CH3:31]. Reported procedure: Following the procedure of Example 1 (10), 2-isobutyl-4-methanesulfonyloxymethyl-6-[4-(methylsulfinyl)phenyl]-2H-pyridazin-3-one and 1-methylpiperazine were reacted to yield the title compound as a yellow oil (yield: 61.8%). Starting materials: N=1N=CN(C1)C1=C(C=CC=C1)C#N (2-(1,2,4-Triazol-4-yl)cyanobenzene). The reagents and catalysts are [Pd] (palladium on carbon), catalyst. Solvent: C(C)O (ethanol). Run at time 48 hour. Product: N=1N=CN(C1)C1=C(CN)C=CC=C1 (2-(1,2,4-triazol-4-yl)benzylamine). Reaction SMILES: [N:1]1[N:2]=[CH:3][N:4]([C:6]2[CH:11]=[CH:10][CH:9]=[CH:8][C:7]=2[C:12]#[N:13])[CH:5]=1>[Pd].C(O)C>[N:1]1[N:2]=[CH:3][N:4]([C:6]2[CH:11]=[CH:10][CH:9]=[CH:8][C:7]=2[CH2:12][NH2:13])[CH:5]=1. Procedure details: 2-(1,2,4-Triazol-4-yl)cyanobenzene (0.3 g; 1.76 mmol) was combined with 30% by weight of palladium on carbon, 10% catalyst (100 mg) in ethanol (75 ml) and placed on a PARR Hydrogenation apparatus under a hydrogen atmosphere at 55 psi. for 48 hours. The mixture was filtered through celite and concentrated to give 2-(1,2,4-triazol-4-yl)benzylamine; 1H NMR (CD3OD) δ8.77 (s, 2H), 7.69-7.59 (m, 4H), 3.61 (s, 2H). The reactants are C(C(C)(C)C)(=O)OCN1C=CC2=C1N=CN=C2Cl ((4-Chloro-7H-pyrrolo[2,3-d]pyrimidin-7-yl)methyl pivalate), hexanes ethyl acetate, C(C)OC(C)N1N=CC(=C1)B1OC(C(O1)(C)C)(C)C (1-(1-ethoxyethyl)-4-(4,4,5,5-tetramethyl-1,3,2-dioxaborolan-2-yl)-1H-pyrazole), C([O-])([O-])=O.[K+].[K+] (potassium carbonate). Reagents/catalysts: [Pd].C1(=CC=CC=C1)P(C1=CC=CC=C1)C1=CC=CC=C1.C1(=CC=CC=C1)P(C1=CC=CC=C1)C1=CC=CC=C1.C1(=CC=CC=C1)P(C1=CC=CC=C1)C1=CC=CC=C1.C1(=CC=CC=C1)P(C1=CC=CC=C1)C1=CC=CC=C1 (tetrakis(triphenylphosphine)-palladium(0)). The solvent is C(C)(=O)OCC (ethyl acetate), O (water). Run at temperature 82 celsius. Product: C(C(C)(C)C)(=O)OCN1C=CC2=C1N=CN=C2C=2C=NN(C2)C(C)OCC ({4-[1-(1-Ethoxyethyl)-1H-pyrazol-4-yl]-7H-pyrrolo[2,3-d]pyrimidin-7-yl]methyl pivalate). Reaction SMILES: [C:1]([O:7][CH2:8][N:9]1[C:13]2[N:14]=[CH:15][N:16]=[C:17](Cl)[C:12]=2[CH:11]=[CH:10]1)(=[O:6])[C:2]([CH3:5])([CH3:4])[CH3:3].[CH2:19]([O:21][CH:22]([N:24]1[CH:28]=[C:27](B2OC(C)(C)C(C)(C)O2)[CH:26]=[N:25]1)[CH3:23])[CH3:20].C(=O)([O-])[O-].[K+].[K+]>C(OCC)(=O)C.O.[Pd].C1(P(C2C=CC=CC=2)C2C=CC=CC=2)C=CC=CC=1.C1(P(C2C=CC=CC=2)C2C=CC=CC=2)C=CC=CC=1.C1(P(C2C=CC=CC=2)C2C=CC=CC=2)C=CC=CC=1.C1(P(C2C=CC=CC=2)C2C=CC=CC=2)C=CC=CC=1>[C:1]([O:7][CH2:8][N:9]1[C:13]2[N:14]=[CH:15][N:16]=[C:17]([C:27]3[CH:26]=[N:25][N:24]([CH:22]([O:21][CH2:19][CH3:20])[CH3:23])[CH:28]=3)[C:12]=2[CH:11]=[CH:10]1)(=[O:6])[C:2]([CH3:5])([CH3:4])[CH3:3] |f:2.3.4,7.8.9.10.11|. Procedure details: To the quenched reaction mixture, which contains crude POM-protected chlorodeazapurine (3f) made as described above was added 4-(4,4,5,5-tetramethyl-1,3,2-dioxaborolan-2-yl)-1H-pyrazole (14, 200 g, 0.75 mol, 1.10 equiv) and potassium carbonate (K2CO3, 189 g, 1.37 mol, 2.0 equiv) at room temperature. The resulting mixture was degassed by passing a stream of nitrogen through the solution for 15 minutes before being treated with tetrakis(triphenylphosphine)-palladium(0) (7.9 g, 0.68 mmol, 0.01 equi... Reactants: C([O-])(O)=O.[Na+] (sodium bicarbonate), Cl.NO (hydroxylamine hydrochloride), CC1=CC(=CC(=N1)C#N)OC(C(F)(F)F)C (6-methyl-4-(2,2,2-trifluoro-1-methylethoxy)pyridine-2-carbonitrile). Run in C(C)O (ethanol). Conditions: time 8 hour. The product is CC1=CC(=CC(=N1)C(=O)N)OC(C(F)(F)F)C (6-methyl-4-(2,2,2-trifluoro-1-methylethoxy)pyridine-2-carboxamide). Yield: 94.0%. RXN SMILES: C(=O)(O)[O-:2].[Na+].Cl.NO.[CH3:9][C:10]1[N:15]=[C:14]([C:16]#[N:17])[CH:13]=[C:12]([O:18][CH:19]([CH3:24])[C:20]([F:23])([F:22])[F:21])[CH:11]=1>C(O)C>[CH3:9][C:10]1[N:15]=[C:14]([C:16]([NH2:17])=[O:2])[CH:13]=[C:12]([O:18][CH:19]([CH3:24])[C:20]([F:23])([F:21])[F:22])[CH:11]=1 |f:0.1,2.3|. Procedure: To 6 ml of ethanol were added 0.53 g of sodium bicarbonate and 0.44 g of hydroxylamine hydrochloride, and the mixture was heated to reflux for 1 hour. After allowing to cool, 0.72 g of 6-methyl-4-(2,2,2-trifluoro-1-methylethoxy)pyridine-2-carbonitrile was added at room temperature, and the mixture was stirred for 8 hours, and concentrated. To the residue was added water, the resultant solution was extracted with ethyl acetate three times, and the organic layers were combined, washed with an aque... Reactants: C(=O)C=1C=C(C=CC1OC)B(O)O ((3-Formyl-4-methoxyphenyl)boronic acid), BrC=1N=CSC1 (4-bromothiazole), C([O-])([O-])=O.[Na+].[Na+] (sodium carbonate). Reagents/catalysts: C=1C=CC(=CC1)[P](C=2C=CC=CC2)(C=3C=CC=CC3)[Pd]([P](C=4C=CC=CC4)(C=5C=CC=CC5)C=6C=CC=CC6)([P](C=7C=CC=CC7)(C=8C=CC=CC8)C=9C=CC=CC9)[P](C=1C=CC=CC1)(C=1C=CC=CC1)C=1C=CC=CC1 (tetrakis(triphenylphosphine)palladium(0)). Run in C(C)(=O)OCC (ethyl acetate), O (water), COCCOC (ethylene glycol dimethyl ether), O (water). Reaction conditions: temperature 80 celsius. The product is COC1=C(C=O)C=C(C=C1)C=1N=CSC1 (2-Methoxy-5-(thiazol-4-yl)benzaldehyde). The yield is 55.0%. As a reaction SMILES: [CH:1]([C:3]1[CH:4]=[C:5](B(O)O)[CH:6]=[CH:7][C:8]=1[O:9][CH3:10])=[O:2].Br[C:15]1[N:16]=[CH:17][S:18][CH:19]=1.C(=O)([O-])[O-].[Na+].[Na+]>C1C=CC([P]([Pd]([P](C2C=CC=CC=2)(C2C=CC=CC=2)C2C=CC=CC=2)([P](C2C=CC=CC=2)(C2C=CC=CC=2)C2C=CC=CC=2)[P](C2C=CC=CC=2)(C2C=CC=CC=2)C2C=CC=CC=2)(C2C=CC=CC=2)C2C=CC=CC=2)=CC=1.O.C(OCC)(=O)C.COCCOC>[CH3:10][O:9][C:8]1[CH:7]=[CH:6][C:5]([C:15]2[N:16]=[CH:17][S:18][CH:19]=2)=[CH:4][C:3]=1[CH:1]=[O:2] |f:2.3.4,^1:29,31,50,69|. Procedure: (3-Formyl-4-methoxyphenyl)boronic acid (309 mg, 1.71 mmol), 4-bromothiazole (250 mg, 1.52 mmol, prepared as described by J. Trybulski and H. J. Brabander, U.S. Pat. No. 4,990,520, 1991), and tetrakis(triphenylphosphine)palladium(0) (88 mg, 0.076 mmol) were added to a mixture of water (3.5 mL), ethylene glycol dimethyl ether (3.5 mL), and sodium carbonate (805 mg, 7.6 mmol). The mixture was heated in an oil bath at 80° C. for 3 h, allowed to cool to 25° C., and partioned between ethyl acetate (40... The reactants are C32H36F2INO3, C([O-])([O-])=O.[K+].[K+] (potassium carbonate), IC(CCCCCCC)I (diiodooctane), FC1=CC=C(C=C1)N1C(C(C1C1=CC=C(C=C1)O)CCC(O)C1=CC=C(C=C1)F)=O (1-(4-fluorophenyl)-3-[3-(4-fluorophenyl)-3-hydroxypropyl]-4-(4-hydroxyphenyl)azetidin-2-one). The solvent is CN(C=O)C (dimethylformamide). Conditions: time 8 hour. Product: FC1=CC=C(C=C1)N1C(C(C1C1=CC=C(C=C1)OCCCCCCCCI)CCC(O)C1=CC=C(C=C1)F)=O (1-(4-Fluorophenyl)-3-[3-(4-fluorophenyl)-3-hydroxypropyl]-4-[4-(8-iodooctyloxy)-phenyl]azetidin-2-one). Reaction SMILES: [F:1][C:2]1[CH:7]=[CH:6][C:5]([N:8]2[CH:11]([C:12]3[CH:17]=[CH:16][C:15]([OH:18])=[CH:14][CH:13]=3)[CH:10]([CH2:19][CH2:20][CH:21]([C:23]3[CH:28]=[CH:27][C:26]([F:29])=[CH:25][CH:24]=3)[OH:22])[C:9]2=[O:30])=[CH:4][CH:3]=1.C(=O)([O-])[O-].[K+].[K+].[I:37][CH:38](I)[CH2:39][CH2:40][CH2:41][CH2:42][CH2:43][CH2:44][CH3:45]>CN(C)C=O>[F:1][C:2]1[CH:3]=[CH:4][C:5]([N:8]2[CH:11]([C:12]3[CH:13]=[CH:14][C:15]([O:18][CH2:45][CH2:44][CH2:43][CH2:42][CH2:41][CH2:40][CH2:39][CH2:38][I:37])=[CH:16][CH:17]=3)[CH:10]([CH2:19][CH2:20][CH:21]([C:23]3[CH:24]=[CH:25][C:26]([F:29])=[CH:27][CH:28]=3)[OH:22])[C:9]2=[O:30])=[CH:6][CH:7]=1 |f:1.2.3|. Reported procedure: 150 mg of 1-(4-fluorophenyl)-3-[3-(4-fluorophenyl)-3-hydroxypropyl]-4-(4-hydroxyphenyl)azetidin-2-one are dissolved in 10 ml of absolute dimethylformamide. 120 mg of powdered potassium carbonate and 0.44 ml of diiodooctane are then added. The reaction solution is stirred at room temperature overnight. After concentration using a rotary evaporator and oil pump vacuum at 40° C., the residue is purified using an SiO2 cartridge (n-heptane; n-heptane/ethylacetate 4:1). The product is obtained as an o... The reactants are [H-].[Na+] (Sodium hydride), O=C(CP(OC)(OC)=O)CC1=CC=CC=C1 (dimethyl 2-oxo-3-phenylpropylphosphonate), COC(CCCSCCN1[C@H](CCCC1=O)C=O)=O (4-[2-((R)-2-Formyl-6-oxo-piperidin-1-yl)-ethylsulfanyl]-butyric acid methyl ester). The solvent is C1CCOC1 (THF), C1CCOC1 (THF). Reaction conditions: time 1 hour. The product is COC(CCCSCCN1C(CCC[C@@H]1\C=C\C(CC1=CC=CC=C1)=O)=O)=O (4-{2-[(R)-2-oxo-6-((E)-3-oxo-4-phenyl-but-1-enyl)-piperidin-1-yl]-ethylsulfanyl }-butyric acid methyl ester). The yield is 16.0%. As a reaction SMILES: [H-].[Na+].[O:3]=[C:4]([CH2:12][C:13]1[CH:18]=[CH:17][CH:16]=[CH:15][CH:14]=1)[CH2:5]P(=O)(OC)OC.[CH3:19][O:20][C:21](=[O:37])[CH2:22][CH2:23][CH2:24][S:25][CH2:26][CH2:27][N:28]1[C:33](=[O:34])[CH2:32][CH2:31][CH2:30][C@@H:29]1[CH:35]=O>C1COCC1>[CH3:19][O:20][C:21](=[O:37])[CH2:22][CH2:23][CH2:24][S:25][CH2:26][CH2:27][N:28]1[C@@H:29](/[CH:35]=[CH:5]/[C:4](=[O:3])[CH2:12][C:13]2[CH:14]=[CH:15][CH:16]=[CH:17][CH:18]=2)[CH2:30][CH2:31][CH2:32][C:33]1=[O:34] |f:0.1|. Procedure: Sodium hydride (60% dispersion in oil, 4.4 mg, 0.11 mmol) was added to a solution of dimethyl 2-oxo-3-phenylpropylphosphonate (26.5 mg, 0.11 mmol) in THF (0.7 mL) at 0° C. After 1 h at 0° C., the mixture of aldehydes from step 4 above (˜0.10 mmol) in THF (0.5 mL) was added via cannula. The reaction was allowed to warm to room temperature. After 18 h at room temperature, the reaction was quenched with aqueous acetic acid (50%, 5 mL) and extracted with EtOAc (3×5 mL). The combined organic phase wa...